This data is from the Open Reaction Database (ORD), a public repository of structured organic reaction records. The task is: describe an organic reaction: reactants, conditions, products, and yield Reactants: Cl.ClC1=NC=NC=C1 (4-chloropyrimidine hydrochloride), N1CCC(CC1)C(=O)OCC (ethyl piperidine-4-carboxylate). The product is N1=CN=C(C=C1)N1CCC(CC1)C(=O)OCC (ethyl 1-(4-pyrimidinyl)piperidine-4-carboxylate). The yield is 46.0%. Reaction SMILES: Cl.Cl[C:3]1[CH:8]=[CH:7][N:6]=[CH:5][N:4]=1.[NH:9]1[CH2:14][CH2:13][CH:12]([C:15]([O:17][CH2:18][CH3:19])=[O:16])[CH2:11][CH2:10]1>>[N:6]1[CH:7]=[CH:8][C:3]([N:9]2[CH2:14][CH2:13][CH:12]([C:15]([O:17][CH2:18][CH3:19])=[O:16])[CH2:11][CH2:10]2)=[N:4][CH:5]=1 |f:0.1|. Procedure: Using an analogous procedure to that described in Example 32, 4-chloropyrimidine hydrochloride was reacted with ethyl piperidine-4-carboxylate to give ethyl 1-(4-pyrimidinyl)piperidine-4-carboxylate in 46% yield. Reactants: COC(=O)Cl (methylchloroformate), CC1(C=2C=CC(=CC2C(CC1)(C)C)C#CC(=O)OCC)C (ethyl 3-(5,6,7,8-tetrahydro-5,5,8,8-tetramethyl-naphth-2-yl)propiolate), CC1(C=2C=CC(=CC2C(CC1)(C)C)C#CC(=O)OCC)C (ethyl 3-(5,6,7,8-tetrahydro-5,5,8,8-tetramethyl-naphth-2-yl)propiolate), C(CCC)[Li] (n-butyl lithium), CC1(CCSC2=CC=C(C=C12)C#C)C ((4,4-dimethyl-thiochroman-6-yl)ethyne). The product is CC1(CCSC2=CC=C(C=C12)C#CC(=O)OC)C (Methyl 3-(4,4-dimethyl-thiochroman-6-yl)propiolate). Reaction SMILES: CC1(C)[CH2:11][CH2:10][C:9]([CH3:13])([CH3:12])[C:8]2[CH:7]=[C:6]([C:14]#[C:15][C:16]([O:18][CH2:19]C)=[O:17])[CH:5]=[CH:4][C:3]1=2.CC1(C)C2C(=CC=C(C#C)C=2)[S:26]CC1.COC(Cl)=O.C([Li])CCC>>[CH3:12][C:9]1([CH3:13])[C:8]2[C:3](=[CH:4][CH:5]=[C:6]([C:14]#[C:15][C:16]([O:18][CH3:19])=[O:17])[CH:7]=2)[S:26][CH2:11][CH2:10]1. Procedure: Employing the same general procedure as used for the preparation of ethyl 3-(5,5,8,8-tetramethyl-5,6,7,8-tetrahydronaphth-2-yl)propiolate (Compound A) but instead using 2.0 g (10 mmols) of (4,4-dimethyl-thiochroman-6-yl)ethyne, 2 g (21.3 mmols) of methylchloroformate and 11 mmols of n-butyl lithium the title compound was obtained as a yellow solid. Starting materials: Intermediate 1E, C(CCC)N(C1=NNC(=C1Cl)C)CCCC (N,N-dibutyl-4-chloro-5-methyl-1H-pyrazol-3-amine), FC1=C(C=C(C(=O)OCC)C=C1)C(=O)N1CC2=CC=CC=C2CC1 (ethyl 4-fluoro-3-(1,2,3,4-tetrahydroisoquinoline-2-carbonyl)benzoate), FC1=C(C=C(C(=O)OCC)C=C1)C(=O)N1CC2=CC=CC=C2CC1 (ethyl 4-fluoro-3-(1,2,3,4-tetrahydroisoquinoline-2-carbonyl)benzoate). Yields the product ClC=1C(=NN(C1C)C1=C(C=C(C(=O)OCC)C=C1)C(=O)N1CC2=CC=CC=C2CC1)N(CCCC)CCCC (Ethyl 4-(4-chloro-3-(dibutylamino)-5-methyl-1H-pyrazol-1-yl)-3-(1,2,3,4-tetrahydroisoquinoline-2-carbonyl)benzoate). The yield is 26.9%. RXN SMILES: [CH2:1]([N:5]([CH2:13][CH2:14][CH2:15][CH3:16])[C:6]1[C:10]([Cl:11])=[C:9]([CH3:12])[NH:8][N:7]=1)[CH2:2][CH2:3][CH3:4].F[C:18]1[CH:28]=[CH:27][C:21]([C:22]([O:24][CH2:25][CH3:26])=[O:23])=[CH:20][C:19]=1[C:29]([N:31]1[CH2:40][CH2:39][C:38]2[C:33](=[CH:34][CH:35]=[CH:36][CH:37]=2)[CH2:32]1)=[O:30]>>[Cl:11][C:10]1[C:6]([N:5]([CH2:13][CH2:14][CH2:15][CH3:16])[CH2:1][CH2:2][CH2:3][CH3:4])=[N:7][N:8]([C:18]2[CH:28]=[CH:27][C:21]([C:22]([O:24][CH2:25][CH3:26])=[O:23])=[CH:20][C:19]=2[C:29]([N:31]2[CH2:40][CH2:39][C:38]3[C:33](=[CH:34][CH:35]=[CH:36][CH:37]=3)[CH2:32]2)=[O:30])[C:9]=1[CH3:12]. Procedure details: Following a procedure analogous to that for the synthesis of Intermediate 1E, N,N-dibutyl-4-chloro-5-methyl-1H-pyrazol-3-amine (160 mg, 0.66 mmol) and ethyl 4-fluoro-3-(1,2,3,4-tetrahydroisoquinoline-2-carbonyl)benzoate (Intermediate 1D, 258 mg, 0.79 mmol) were converted to the title compound (98 mg, 27%). 1H NMR (CDCl3, 2:1 mixture of amide rotamers) δ 8.19 (d, J=8.1 Hz, 1H), 8.12 (d, J=1.7 Hz, 1H), 7.40 (d, J=8.33 Hz, 1H), 7.08-7.30 (m, 3.5H), 6.92 (d, J=7.5 Hz, 0.5H), 4.95 (d, J=17.1 Hz., 0.5... Reactants: [Cr](=O)(=O)([O-])O[Cr](=O)(=O)[O-].[NH+]1=CC=CC=C1.[NH+]1=CC=CC=C1 (pyridinium dichromate), C(Cl)Cl (methylene chloride), O1C(=CC=C1)C#CC(O)C1=CC=CC=C1 (α-[(2-furanyl)ethynyl]-benzenemethanol). The solvent is C(C)OCC (ethyl ether). Run at time 8 hour. The product is C1(=CC=CC=C1)C(C#CC=1OC=CC1)=O (1-Phenyl-3-(2-furanyl)-2-propyne-1-one). Reaction SMILES: [Cr](O[Cr]([O-])(=O)=O)([O-])(=O)=O.[NH+]1C=CC=CC=1.[NH+]1C=CC=CC=1.C(Cl)Cl.[O:25]1[CH:29]=[CH:28][CH:27]=[C:26]1[C:30]#[C:31][CH:32]([C:34]1[CH:39]=[CH:38][CH:37]=[CH:36][CH:35]=1)[OH:33]>C(OCC)C>[C:34]1([C:32](=[O:33])[C:31]#[C:30][C:26]2[O:25][CH:29]=[CH:28][CH:27]=2)[CH:35]=[CH:36][CH:37]=[CH:38][CH:39]=1 |f:0.1.2|. Reported procedure: Place pyridinium dichromate (0.75 g, 2 mmol) and methylene chloride (15 mL) under argon atmosphere and cool to 0° C. Add α-[(2-furanyl)ethynyl]-benzenemethanol (297 mg, 1.5 mmol). Stir overnight while slowly warming to room temperature. Dilute with ethyl ether and filter the chromium salts. Purify by silica gel chromatography to give the title compound.